This data is from the Open Reaction Database (ORD), a public repository of structured organic reaction records. The task is: describe an organic reaction: reactants, conditions, products, and yield The reactants are CCOC(=O)CCNS(=O)(=O)c1cnc(NC(=O)N(CC2CCCC2)c2ccc(F)c(F)c2)s1, CCOC(=O)CCNS(=O)(=O)c1cnc(N)s1, COC(=O)C1CCCN1S(=O)(=O)c1cnc(N)s1, O=C(O)Cc1csc(NC(=O)N(CC2CCCC2)c2ccc(F)c(F)c2)n1, O=CC1CCCC1, Nc1ccc(F)c(F)c1. Yields the product O=C(O)CCNS(=O)(=O)c1cnc(NC(=O)N(CC2CCCC2)c2ccc(F)c(F)c2)s1. As a reaction SMILES: [CH2:1]([CH3:2])[O:3][C:4]([CH2:5][CH2:6][NH:7][S:8](=[O:9])(=[O:10])[c:11]1[cH:12][n:13][c:14]([NH:16][C:17](=[O:18])[N:19]([c:20]2[cH:21][c:22]([F:27])[c:23]([F:26])[cH:24][cH:25]2)[CH2:28][CH:29]2[CH2:30][CH2:31][CH2:32][CH2:33]2)[s:15]1)=[O:34].[CH2:78]([O:79][C:80](=[O:81])[CH2:82][CH2:83][NH:84][S:85]([c:86]1[s:87][c:88]([NH2:89])[n:90][cH:91]1)(=[O:92])=[O:93])[CH3:94].[CH3:95][O:96][C:97]([CH:98]1[CH2:99][CH2:100][CH2:101][N:102]1[S:103]([c:104]1[s:105][c:106]([NH2:107])[n:108][cH:109]1)(=[O:110])=[O:111])=[O:112].[CH:35]1([CH2:36][N:37]([c:38]2[cH:39][cH:40][c:41]([F:42])[c:43]([F:44])[cH:45]2)[C:46](=[O:47])[NH:48][c:49]2[s:50][cH:51][c:52]([CH2:53][C:54]([OH:55])=[O:56])[n:57]2)[CH2:58][CH2:59][CH2:60][CH2:61]1.[CH:71]1([CH:72]=[O:73])[CH2:74][CH2:75][CH2:76][CH2:77]1.[F:62][c:63]1[cH:64][c:65]([NH2:70])[cH:66][cH:67][c:68]1[F:69]>>[O:3]=[C:4]([CH2:5][CH2:6][NH:7][S:8](=[O:9])(=[O:10])[c:11]1[cH:12][n:13][c:14]([NH:16][C:17](=[O:18])[N:19]([c:20]2[cH:21][c:22]([F:27])[c:23]([F:26])[cH:24][cH:25]2)[CH2:28][CH:29]2[CH2:30][CH2:31][CH2:32][CH2:33]2)[s:15]1)[OH:34].